This data is from the Open Reaction Database (ORD), a public repository of structured organic reaction records. The task is: describe an organic reaction: reactants, conditions, products, and yield The reactants are C(C1=CC=CC=C1)OC1=CC(N(C=C1)C=1C=CC=2C3=C(N(C2C1)C)CCN(C3)C(CCl)=O)=O (4-(Benzyloxy)-1-(2-(2-chloroacetyl)-5-methyl-2,3,4,5-tetrahydro-1H-pyrido[4,3-b]indol-7-yl)pyridin-2(1H)-one), N1CCCC1 (pyrrolidine). Solvent: CC#N (MeCN). The product is Cl.Cl.C(C1=CC=CC=C1)OC1=CC(N(C=C1)C=1C=CC=2C3=C(N(C2C1)C)CCN(C3)C(CN3CCCC3)=O)=O (4-(Benzyloxy)-1-(5-methyl-2-(2-(pyrrolidin-1-yl)acetyl)-2,3,4,5-tetrahydro-1H-pyrido[4,3-b]indol-7-yl)pyridin-2(1H)-one dihydrochloride). Yield: 173.2%. Reaction SMILES: [CH2:1]([O:8][C:9]1[CH:14]=[CH:13][N:12]([C:15]2[CH:16]=[CH:17][C:18]3[C:19]4[CH2:28][N:27]([C:29](=[O:32])[CH2:30][Cl:31])[CH2:26][CH2:25][C:20]=4[N:21]([CH3:24])[C:22]=3[CH:23]=2)[C:11](=[O:33])[CH:10]=1)[C:2]1[CH:7]=[CH:6][CH:5]=[CH:4][CH:3]=1.[NH:34]1[CH2:38][CH2:37][CH2:36][CH2:35]1>CC#N>[ClH:31].[ClH:31].[CH2:1]([O:8][C:9]1[CH:14]=[CH:13][N:12]([C:15]2[CH:16]=[CH:17][C:18]3[C:19]4[CH2:28][N:27]([C:29](=[O:32])[CH2:30][N:34]5[CH2:38][CH2:37][CH2:36][CH2:35]5)[CH2:26][CH2:25][C:20]=4[N:21]([CH3:24])[C:22]=3[CH:23]=2)[C:11](=[O:33])[CH:10]=1)[C:2]1[CH:7]=[CH:6][CH:5]=[CH:4][CH:3]=1 |f:3.4.5|. Procedure details: 4-(Benzyloxy)-1-(2-(2-chloroacetyl)-5-methyl-2,3,4,5-tetrahydro-1H-pyrido[4,3-b]indol-7-yl)pyridin-2(1H)-one (70 mg, 0.15 mmol) was dissolved in MeCN (0.5 mL) and pyrrolidine (54 mg, 0.76 mmol) was added. The reaction mixture was refluxed for 2 h, concentrated and the residue purified by preparative HPLC. The fractions were concentrated, and the residue was converted to the free base by partitioning between CH2Cl2 and sat. Na2CO3 solution. The organic phase was removed, and the aqueous layer was... Reactants: CC(F)(F)c1cc(C#N)cc(Oc2c(Cl)ccc(CNC(=O)c3c(Cl)ncn3COCC[Si](C)(C)C)c2F)c1, ClCCl, O=C(O)C(F)(F)F. Product: CC(F)(F)c1cc(C#N)cc(Oc2c(Cl)ccc(CNC(=O)c3[nH]cnc3Cl)c2F)c1. As a reaction SMILES: [Cl:1][c:2]1[n:3][cH:4][n:5]([CH2:32][O:33][CH2:34][CH2:35][Si:36]([CH3:37])([CH3:38])[CH3:39])[c:6]1[C:7](=[O:8])[NH:9][CH2:10][c:11]1[c:12]([F:31])[c:13]([O:18][c:19]2[cH:20][c:21]([C:29]#[N:30])[cH:22][c:23]([C:25]([CH3:26])([F:27])[F:28])[cH:24]2)[c:14]([Cl:17])[cH:15][cH:16]1.[Cl:47][CH2:48][Cl:49].[F:40][C:41]([F:42])([F:43])[C:44]([OH:45])=[O:46]>>[Cl:1][c:2]1[n:3][cH:4][nH:5][c:6]1[C:7](=[O:8])[NH:9][CH2:10][c:11]1[c:12]([F:31])[c:13]([O:18][c:19]2[cH:20][c:21]([C:29]#[N:30])[cH:22][c:23]([C:25]([CH3:26])([F:27])[F:28])[cH:24]2)[c:14]([Cl:17])[cH:15][cH:16]1. Starting materials: CC (ethane), CC (ethane), C(C)C1=CC=CC=C1 (ethylbenzene). Yields the product C=CC1=CC=CC=C1 (styrene), C=C (ethylene). RXN SMILES: [CH3:1][CH3:2].[CH2:3]([C:5]1[CH:10]=[CH:9][CH:8]=[CH:7][CH:6]=1)[CH3:4]>>[CH2:4]=[CH:3][C:5]1[CH:10]=[CH:9][CH:8]=[CH:7][CH:6]=1.[CH2:1]=[CH2:2]. Procedure: U.S. Pat. No. 6,031,143 and its corresponding EP 0 905 112 describe an integrated process for producing styrene by feeding benzene and recycled ethylene to an alkylation reactor to produce ethylbenzene, mixing the alkylation effluent with ethane and feeding the mixture to a dehydrogenation reactor containing a catalyst capable of contemporaneously dehydrogenating ethane and ethylbenzene. The resulting product is separated to produce a stream of styrene and ethylene, with ethylene being recycled ...